From a dataset of the Open Reaction Database (ORD), a public repository of structured organic reaction records. describe an organic reaction: reactants, conditions, products, and yield Reactants: CC1(CNCC1)C (3,3-dimethylpyrrolidine), FC1=NC=NC(=C1F)F (4,5,6-trifluoropyrimidine), C([O-])([O-])=O.[K+].[K+] (potassium carbonate), C(C#CC)O (2-butyn-1-ol). Run in O (water), C1(=CC=CC=C1)C (toluene), C(C)N(CC)CC (triethylamine). Reaction conditions: temperature 30 celsius. Yields the product C(C#CC)OC1=NC=NC(=C1F)N1CC(CC1)(C)C (4-(2-butynyloxy)-5-fluoro-6-(3,3-dimethylpyrrolidin-1-yl)pyrimidine). Reaction SMILES: F[C:2]1[C:7]([F:8])=[C:6](F)[N:5]=[CH:4][N:3]=1.C(=O)([O-])[O-].[K+].[K+].[CH2:16]([OH:20])[C:17]#[C:18][CH3:19].[CH3:21][C:22]1([CH3:27])[CH2:26][CH2:25][NH:24][CH2:23]1>O.C1(C)C=CC=CC=1.C(N(CC)CC)C>[CH2:16]([O:20][C:2]1[C:7]([F:8])=[C:6]([N:24]2[CH2:25][CH2:26][C:22]([CH3:27])([CH3:21])[CH2:23]2)[N:5]=[CH:4][N:3]=1)[C:17]#[C:18][CH3:19] |f:1.2.3|. Procedure details: To a mixture obtained by adding 110.0 g of 4,5,6-trifluoropyrimidine, 114.6 g of potassium carbonate and 16.6 g of triethylamine to 220.0 g of toluene, 60.4 g of 2-butyn-1-ol is added dropwise at 25 to 30° C. over one hour, followed by stirring at 30° C. Then, 220.0 g of water is added dropwise into the reaction mixture, followed by stirring. Then, 85.4 g of 3,3-dimethylpyrrolidine is added dropwise and, after the mixture is stirred at 30° C., the reaction mixture is allowed to stand. After sepa... Starting materials: Cc1cccnc1Sc1cnc(Nc2nc(C3COC4(CCCCC4)O3)ns2)c(Oc2cccnc2C)c1, CCO, Cl. Yields the product Cc1cccnc1Sc1cnc(Nc2nc(C(O)CO)ns2)c(Oc2cccnc2C)c1, Cl. As a reaction SMILES: [CH3:1][c:2]1[c:3]([S:8][c:9]2[cH:10][c:11]([O:31][c:32]3[c:33]([CH3:38])[n:34][cH:35][cH:36][cH:37]3)[c:12]([NH:15][c:16]3[n:17][c:18]([CH:21]4[O:22][C:23]5([O:24][CH2:25]4)[CH2:26][CH2:27][CH2:28][CH2:29][CH2:30]5)[n:19][s:20]3)[n:13][cH:14]2)[n:4][cH:5][cH:6][cH:7]1.[CH3:40][CH2:41][OH:42].[ClH:39]>>[CH3:1][c:2]1[c:3]([S:8][c:9]2[cH:10][c:11]([O:31][c:32]3[c:33]([CH3:38])[n:34][cH:35][cH:36][cH:37]3)[c:12]([NH:15][c:16]3[n:17][c:18]([CH:21]([OH:22])[CH2:25][OH:24])[n:19][s:20]3)[n:13][cH:14]2)[n:4][cH:5][cH:6][cH:7]1.[ClH:39]. The reactants are BrC=1C=C2\C(\C(NC(C2=CC1)=O)=O)=C/OC ((E)-6-bromo-4-(methoxymethylene)isoquinoline-1,3(2H,4H)-dione), CN(C=O)C (dimethylformamide), NCCCC(=O)O (4-aminobutanoic acid). The solvent is CCOCC (ether). Reaction conditions: time 1 hour. The product is BrC=1C=C2/C(/C(NC(C2=CC1)=O)=O)=C/NCCCC(=O)O ((Z)-4-((6-Bromo-1,3-dioxo-2,3-dihydroisoquinolin-4(1H)-ylidene)methylamino)butanoic acid). As a reaction SMILES: [Br:1][C:2]1[CH:3]=[C:4]2[C:9](=[CH:10][CH:11]=1)[C:8](=[O:12])[NH:7][C:6](=[O:13])/[C:5]/2=[CH:14]/OC.CN(C)C=O.[NH2:22][CH2:23][CH2:24][CH2:25][C:26]([OH:28])=[O:27]>CCOCC>[Br:1][C:2]1[CH:3]=[C:4]2[C:9](=[CH:10][CH:11]=1)[C:8](=[O:12])[NH:7][C:6](=[O:13])/[C:5]/2=[CH:14]\[NH:22][CH2:23][CH2:24][CH2:25][C:26]([OH:28])=[O:27]. Reported procedure: A mixture of (E)-6-bromo-4-(methoxymethylene)isoquinoline-1,3(2H,4H)-dione (212 mg, 0.75 mmole), dimethylformamide (5 mL), and 4-aminobutanoic acid (78 mg, 0.75 mmole) is stirred at room temperature for 1 hour. The reaction mixture is diluted with ether, filtered, washed with fresh ether and dried to give a salmon solid, 164 mg, (61%), mp 260-2° C. dec; MS (ES+): m/z 353.0 (M+H). Starting materials: O=CNc1cc([N+](=O)[O-])ccc1OCc1ccccc1, CCO. Product: Nc1ccc(OCc2ccccc2)c(NC=O)c1. As a reaction SMILES: [CH2:1]([c:2]1[cH:3][cH:4][cH:5][cH:6][cH:7]1)[O:8][c:9]1[c:10]([NH:18][CH:19]=[O:20])[cH:11][c:12]([N+:15]([O-:16])=[O:17])[cH:13][cH:14]1.[CH3:21][CH2:22][OH:23]>>[CH2:1]([c:2]1[cH:3][cH:4][cH:5][cH:6][cH:7]1)[O:8][c:9]1[c:10]([NH:18][CH:19]=[O:20])[cH:11][c:12]([NH2:15])[cH:13][cH:14]1. The reactants are O=C([O-])[O-], CCCC[N+](CCCC)(CCCC)CCCC, CN(C)C=O, COc1ccc(CCl)cc1, [F-], [K+], [K+], O=Cc1cccc([N+](=O)[O-])c1O. Product: COc1ccc(COc2c(C=O)cccc2[N+](=O)[O-])cc1. Reaction SMILES: [C:13](=[O:14])([O-:15])[O-:16].[CH2:20]([N+:21]([CH2:22][CH2:23][CH2:24][CH3:25])([CH2:26][CH2:27][CH2:28][CH3:29])[CH2:30][CH2:31][CH2:32][CH3:33])[CH2:34][CH2:35][CH3:36].[CH3:47][N:48]([CH3:49])[CH:50]=[O:51].[Cl:37][CH2:38][c:39]1[cH:40][cH:41][c:42]([O:45][CH3:46])[cH:43][cH:44]1.[F-:19].[K+:17].[K+:18].[OH:1][c:2]1[c:3]([CH:4]=[O:5])[cH:6][cH:7][cH:8][c:9]1[N+:10](=[O:11])[O-:12]>>[O:1]([c:2]1[c:3]([CH:4]=[O:5])[cH:6][cH:7][cH:8][c:9]1[N+:10](=[O:11])[O-:12])[CH2:38][c:39]1[cH:40][cH:41][c:42]([O:45][CH3:46])[cH:43][cH:44]1. Starting materials: COc1ccccc1C=C1NC(=O)NC1=O, [Na+], [OH-]. The product is COc1ccccc1CC1NC(=O)NC1=O. As a reaction SMILES: [CH3:1][O:2][c:3]1[c:4]([CH:5]=[C:6]2[C:7](=[O:12])[NH:8][C:9](=[O:11])[NH:10]2)[cH:13][cH:14][cH:15][cH:16]1.[Na+:18].[OH-:17]>>[CH3:1][O:2][c:3]1[c:4]([CH2:5][CH:6]2[C:7](=[O:12])[NH:8][C:9](=[O:11])[NH:10]2)[cH:13][cH:14][cH:15][cH:16]1.